This data is from the Open Reaction Database (ORD), a public repository of structured organic reaction records. The task is: describe an organic reaction: reactants, conditions, products, and yield Reaction SMILES: [Br:1][c:2]1[c:3]([CH3:11])[s:4][c:5]2[n:6][cH:7][cH:8][cH:9][c:10]12.[CH2:12]([CH3:13])[CH:14]([CH2:15][CH3:16])[c:17]1[c:18]2[n:19]([n:20][c:21]([CH3:23])[cH:22]1)[c:24]([I:28])[c:25]([CH3:27])[n:26]2.[CH2:29]1[O:30][CH2:31][CH2:32][CH2:33]1.[Zn:34]>>[c:2]1(-[c:24]2[n:19]3[c:18]([c:17]([CH:14]([CH2:12][CH3:13])[CH2:15][CH3:16])[cH:22][c:21]([CH3:23])[n:20]3)[n:26][c:25]2[CH3:27])[c:3]([CH3:11])[s:4][c:5]2[n:6][cH:7][cH:8][cH:9][c:10]12. The product is CCC(CC)c1cc(C)nn2c(-c3c(C)sc4ncccc34)c(C)nc12. Reactants: Cc1sc2ncccc2c1Br, CCC(CC)c1cc(C)nn2c(I)c(C)nc12, C1CCOC1, [Zn]. Reactants: Cn1c(N2CCOCC2)nc(-c2nc(Cc3ccc(F)cc3)no2)c(OCc2ccccc2)c1=O, O=C(O)C(F)(F)F, O. The product is Cn1c(N2CCOCC2)nc(-c2nc(Cc3ccc(F)cc3)no2)c(O)c1=O. Reaction SMILES: [CH2:1]([c:2]1[cH:3][cH:4][cH:5][cH:6][cH:7]1)[O:8][c:9]1[c:10](=[O:35])[n:11]([CH3:34])[c:12]([N:28]2[CH2:29][CH2:30][O:31][CH2:32][CH2:33]2)[n:13][c:14]1-[c:15]1[n:16][c:17]([CH2:20][c:21]2[cH:22][cH:23][c:24]([F:27])[cH:25][cH:26]2)[n:18][o:19]1.[F:37][C:38]([F:39])([F:40])[C:41]([OH:42])=[O:43].[OH2:36]>>[OH:8][c:9]1[c:10](=[O:35])[n:11]([CH3:34])[c:12]([N:28]2[CH2:29][CH2:30][O:31][CH2:32][CH2:33]2)[n:13][c:14]1-[c:15]1[n:16][c:17]([CH2:20][c:21]2[cH:22][cH:23][c:24]([F:27])[cH:25][cH:26]2)[n:18][o:19]1. Starting materials: FC(C=1C=C(C=O)C=CC1)(F)F (3-(trifluoromethyl)benzaldehyde), CC(C(C(=O)N[C@H]1CC[C@@H]2CNC[C@@H]21)C2=CC=CC=C2)C (3-Methyl-N-[(3aR,4S,6aS)-octahydrocyclopenta[c]pyrrol-4-yl]-2-phenylbutanamide), C1(CCCCC1)C(C(=O)N[C@H]1CC[C@H]2CNC[C@H]21)C2CCCCC2 (2,2-dicyclohexyl-N-[(3aS,4S,6aR)-octahydrocyclopenta[c]pyrrol-4-yl]acetamide). The product is CC(C(C(=O)N[C@H]1CC[C@@H]2CN(C[C@@H]21)CCCC2=CC=CC=C2)C2=CC=CC=C2)C (3-methyl-2-phenyl-N-[(3aR,4S,6aS)-2-(3-phenylpropyl)octahydrocyclopenta[c]pyrrol-4-yl]butanamide). RXN SMILES: FC(F)(F)C1C=C(C=CC=1)C=O.[CH3:13][CH:14]([CH3:33])[CH:15]([C:27]1[CH:32]=[CH:31][CH:30]=[CH:29][CH:28]=1)[C:16]([NH:18][C@@H:19]1[C@@H:26]2[C@@H:22]([CH2:23][NH:24][CH2:25]2)[CH2:21][CH2:20]1)=[O:17].[CH:34]1([CH:40]([CH:52]2CCCC[CH2:53]2)C(N[C@@H]2[C@H]3[C@H](CNC3)CC2)=O)[CH2:39][CH2:38][CH2:37][CH2:36][CH2:35]1>>[CH3:13][CH:14]([CH3:33])[CH:15]([C:27]1[CH:28]=[CH:29][CH:30]=[CH:31][CH:32]=1)[C:16]([NH:18][C@@H:19]1[C@@H:26]2[C@@H:22]([CH2:23][N:24]([CH2:53][CH2:52][CH2:40][C:34]3[CH:39]=[CH:38][CH:37]=[CH:36][CH:35]=3)[CH2:25]2)[CH2:21][CH2:20]1)=[O:17]. Procedure details: The title compound was prepared by substituting 3-phenylpropanal for 3-(trifluoromethyl)benzaldehyde and 3-methyl-N-[(3aR,4S,6aS)-octahydrocyclopenta[c]pyrrol-4-yl]-2-phenylbutanamide from Example 83 Step A for 2,2-dicyclohexyl-N-[(3aS,4S,6aR)-octahydrocyclopenta[c]pyrrol-4-yl]acetamide in the procedure described for Example 54: 1H NMR (500 MHz, pyridine-d5) δ ppm 8.60 (t, J=6.8, 1H), 7.69-7.63 (m, 2H), 7.39-7.22 (m, 8H), 4.41-4.31 (m, 1H), 3.25 (d, J=10.4, 1H), 2.95 (dd, J=2.5, 8.9, 0.5H), 2.68... Starting materials: FC=1C=C(C=CC1OC1=CC=NC2=CC(=CC=C12)OC)NC(=O)C=1C(N(N(C1C)C[C@@H](C)OC([C@H](C)N)=O)C1=CC=CC=C1)=O ((S)—((R)-1-(4-(3-fluoro-4-(7-methoxyquinolin-4-yloxy)phenyl-carbamoyl)-5-methyl-3-oxo-2-phenyl-2,3-dihydropyrazol-1-yl)propan-2-yl)2-amino-propanoate), C(CC(O)(C(=O)O)CC(=O)O)(=O)O (citric acid). Product: OC(CC(=O)O)(CC(=O)O)C(=O)O.FC=1C=C(C=CC1OC1=CC=NC2=CC(=CC=C12)OC)NC(=O)C=1C(N(N(C1C)C[C@@H](C)OC([C@H](C)N)=O)C1=CC=CC=C1)=O ((S)—((R)-1-(4-(3-fluoro-4-(7-methoxyquinolin-4-yloxy)phenylcarbamoyl)-5-methyl-3-oxo-2-phenyl-2,3-dihydropyrazol-1-yl)propan-2-yl)2-aminopropanoate 2-hydroxypropane-1,2,3-tricarboxylate), solid. Isolated yield 79.0%. RXN SMILES: [F:1][C:2]1[CH:3]=[C:4]([NH:21][C:22]([C:24]2[C:25](=[O:45])[N:26]([C:39]3[CH:44]=[CH:43][CH:42]=[CH:41][CH:40]=3)[N:27]([CH2:30][C@H:31]([O:33][C:34](=[O:38])[C@@H:35]([NH2:37])[CH3:36])[CH3:32])[C:28]=2[CH3:29])=[O:23])[CH:5]=[CH:6][C:7]=1[O:8][C:9]1[C:18]2[C:13](=[CH:14][C:15]([O:19][CH3:20])=[CH:16][CH:17]=2)[N:12]=[CH:11][CH:10]=1.[C:46]([OH:58])(=[O:57])[CH2:47][C:48]([CH2:53][C:54]([OH:56])=[O:55])([C:50]([OH:52])=[O:51])[OH:49]>>[OH:49][C:48]([C:50]([OH:52])=[O:51])([CH2:53][C:54]([OH:56])=[O:55])[CH2:47][C:46]([OH:58])=[O:57].[F:1][C:2]1[CH:3]=[C:4]([NH:21][C:22]([C:24]2[C:25](=[O:45])[N:26]([C:39]3[CH:40]=[CH:41][CH:42]=[CH:43][CH:44]=3)[N:27]([CH2:30][C@H:31]([O:33][C:34](=[O:38])[C@@H:35]([NH2:37])[CH3:36])[CH3:32])[C:28]=2[CH3:29])=[O:23])[CH:5]=[CH:6][C:7]=1[O:8][C:9]1[C:18]2[C:13](=[CH:14][C:15]([O:19][CH3:20])=[CH:16][CH:17]=2)[N:12]=[CH:11][CH:10]=1 |f:2.3|. Reported procedure: The title compound was prepared according to the procedure described in Example 1 Step 3 by using (S)—((R)-1-(4-(3-fluoro-4-(7-methoxyquinolin-4-yloxy)phenyl-carbamoyl)-5-methyl-3-oxo-2-phenyl-2,3-dihydropyrazol-1-yl)propan-2-yl)2-amino-propanoate (61.3 mg, 0.1 mmol) and citric acid (38.4 mg, 0.2 mmol, Tianjin Chemical Factory). The title compound was obtained as a white solid (78.7 mg, 79%). The reactants are C(C)O (ethanol), O (water), [OH-].[K+] (potassium hydroxide), C(C)OC(C)N1N=C(C2=C1SC(=C2)C(=O)OCC)\C=C\C2=CC=CC=C2 (ethyl 1-(1-ethoxyethyl)-3-((E)-styryl)-1H-thieno[2,3-c]pyrazole-5-carboxylate). Run in O1CCCC1 (tetrahydrofuran). Conditions: temperature 85 celsius. Yields the product C(C)OC(C)N1N=C(C2=C1SC(=C2)C(=O)O)\C=C\C2=CC=CC=C2 (1-(1-ethoxyethyl)-3-((E)-styryl)-1H-thieno[2,3-c]pyrazole-5-carboxylic acid). The yield is 97.3%. Reaction SMILES: C(O)C.O.[OH-].[K+].[CH2:7]([O:9][CH:10]([N:12]1[C:16]2[S:17][C:18]([C:20]([O:22]CC)=[O:21])=[CH:19][C:15]=2[C:14](/[CH:25]=[CH:26]/[C:27]2[CH:32]=[CH:31][CH:30]=[CH:29][CH:28]=2)=[N:13]1)[CH3:11])[CH3:8]>O1CCCC1>[CH2:7]([O:9][CH:10]([N:12]1[C:16]2[S:17][C:18]([C:20]([OH:22])=[O:21])=[CH:19][C:15]=2[C:14](/[CH:25]=[CH:26]/[C:27]2[CH:28]=[CH:29][CH:30]=[CH:31][CH:32]=2)=[N:13]1)[CH3:11])[CH3:8] |f:2.3|. Procedure details: 2 cm3 of ethanol, 2 cm3 of water and 0.60 g (10.8 mmol) of potassium hydroxide are successively added with stirring to a solution of 2.0 g (5.4 mmol) of ethyl 1-(1-ethoxyethyl)-3-((E)-styryl)-1H-thieno[2,3-c]pyrazole-5-carboxylate in 15 cm3 of tetrahydrofuran. The reaction medium is heated at a temperature in the region of 85° C. for 5 hours and is then cooled to a temperature in the region of 25° C. and concentrated to dryness under reduced pressure (2.7 kPa) at a temperature in the region of 4... Yields the product C[Si](C)(C)c1nccs1. As a reaction SMILES: [CH2:16]([O:17][CH2:18][CH3:19])[CH3:20].[CH2:1]([Li:2])[CH2:3][CH2:4][CH3:5].[CH3:11][Si:12]([CH3:13])([CH3:14])[Cl:15].[cH:6]1[cH:7][s:8][cH:9][n:10]1>>[cH:6]1[cH:7][s:8][c:9]([Si:12]([CH3:11])([CH3:13])[CH3:14])[n:10]1. The reactants are CCOCC, [Li]CCCC, C[Si](C)(C)Cl, c1cscn1. Starting materials: CCOCC1CCC(=O)CC1, O=C(CNc1ncnc2ccc(C(F)(F)F)cc12)NC1CNC1. Yields the product CCOCC1CCC(N2CC(NC(=O)CNc3ncnc4ccc(C(F)(F)F)cc34)C2)CC1. Reaction SMILES: [CH2:1]([CH3:2])[O:3][CH2:4][CH:5]1[CH2:6][CH2:7][C:8](=[O:11])[CH2:9][CH2:10]1.[NH:12]1[CH2:13][CH:14]([NH:16][C:17]([CH2:18][NH:19][c:20]2[n:21][cH:22][n:23][c:24]3[cH:25][cH:26][c:27]([C:30]([F:31])([F:32])[F:33])[cH:28][c:29]23)=[O:34])[CH2:15]1>>[CH2:1]([CH3:2])[O:3][CH2:4][CH:5]1[CH2:6][CH2:7][CH:8]([N:12]2[CH2:13][CH:14]([NH:16][C:17]([CH2:18][NH:19][c:20]3[n:21][cH:22][n:23][c:24]4[cH:25][cH:26][c:27]([C:30]([F:31])([F:32])[F:33])[cH:28][c:29]34)=[O:34])[CH2:15]2)[CH2:9][CH2:10]1. Reaction SMILES: [CH3:1][C:2]([CH3:3])([O-:4])[CH3:5].[Cl:19][c:20]1[c:21]([C:22](=[O:23])[NH:24][CH2:25][c:26]2[s:27][cH:28][cH:29][cH:30]2)[cH:31][cH:32][c:33]([CH3:35])[n:34]1.[K+:6].[O:36]=[CH:37][N:38]([CH3:39])[CH3:40].[c:7]1([S:13](=[O:14])(=[O:15])[CH2:16][CH2:17][SH:18])[cH:8][cH:9][cH:10][cH:11][cH:12]1>>[c:7]1([S:13](=[O:14])(=[O:15])[CH2:16][CH2:17][S:18][c:20]2[c:21]([C:22](=[O:23])[NH:24][CH2:25][c:26]3[s:27][cH:28][cH:29][cH:30]3)[cH:31][cH:32][c:33]([CH3:35])[n:34]2)[cH:8][cH:9][cH:10][cH:11][cH:12]1. Reactants: CC(C)(C)[O-], Cc1ccc(C(=O)NCc2cccs2)c(Cl)n1, [K+], CN(C)C=O, O=S(=O)(CCS)c1ccccc1. Yields the product Cc1ccc(C(=O)NCc2cccs2)c(SCCS(=O)(=O)c2ccccc2)n1. Reactants: O=C(n1ccnc1)n1ccnc1, CN1CCNCC1, O=C(O)CCNS(=O)(=O)c1ccccc1[N+](=O)[O-], C1CCOC1. The product is CN1CCN(C(=O)CCNS(=O)(=O)c2ccccc2[N+](=O)[O-])CC1. RXN SMILES: [C:19]([n:20]1[cH:21][cH:22][n:23][cH:24]1)([n:25]1[cH:26][cH:27][n:28][cH:29]1)=[O:30].[CH3:31][N:32]1[CH2:33][CH2:34][NH:35][CH2:36][CH2:37]1.[N+:1](=[O:2])([O-:3])[c:4]1[c:5]([S:10](=[O:11])(=[O:12])[NH:13][CH2:14][CH2:15][C:16](=[O:17])[OH:18])[cH:6][cH:7][cH:8][cH:9]1.[O:38]1[CH2:39][CH2:40][CH2:41][CH2:42]1>>[N+:1](=[O:2])([O-:3])[c:4]1[c:5]([S:10](=[O:11])(=[O:12])[NH:13][CH2:14][CH2:15][C:16](=[O:18])[N:35]2[CH2:34][CH2:33][N:32]([CH3:31])[CH2:37][CH2:36]2)[cH:6][cH:7][cH:8][cH:9]1.